Dataset: the Open Reaction Database (ORD), a public repository of structured organic reaction records. Task: describe an organic reaction: reactants, conditions, products, and yield The reactants are 10.6, COC1=CC=C(C=C1)N1CCN(CC1)C1=CC=C(C=C1)NC=1SC(=NN1)C (N-[4-[4-(4-methoxyphenyl)-1-piperazinyl]phenyl]-5-methyl-1,3,4-thiadiazol-2-amine), BrCC (bromoethane), [OH-].[Na+] (sodium hydroxide), CN(C=O)C (N,N-dimethylformamide). The solvent is O (water). Run at time 4 hour. Product: C(C)N1C(SC(=N1)C)=NC1=CC=C(C=C1)N1CCN(CC1)C1=CC=C(C=C1)OC (N-(3-ethyl-5-methyl-1,3,4-thiadiazol-2(3H)-ylidene)-4-[4-(4-methoxyphenyl)-1-piperazinyl]benzenamine). The yield is 25.3%. Reaction SMILES: [CH3:1][O:2][C:3]1[CH:8]=[CH:7][C:6]([N:9]2[CH2:14][CH2:13][N:12]([C:15]3[CH:20]=[CH:19][C:18]([NH:21][C:22]4[S:23][C:24]([CH3:27])=[N:25][N:26]=4)=[CH:17][CH:16]=3)[CH2:11][CH2:10]2)=[CH:5][CH:4]=1.Br[CH2:29][CH3:30].[OH-].[Na+].CN(C)C=O>O>[CH2:29]([N:26]1[N:25]=[C:24]([CH3:27])[S:23][C:22]1=[N:21][C:18]1[CH:19]=[CH:20][C:15]([N:12]2[CH2:11][CH2:10][N:9]([C:6]3[CH:7]=[CH:8][C:3]([O:2][CH3:1])=[CH:4][CH:5]=3)[CH2:14][CH2:13]2)=[CH:16][CH:17]=1)[CH3:30] |f:2.3|. Reported procedure: A mixture of 10.6 parts of N-[4-[4-(4-methoxyphenyl)-1-piperazinyl]phenyl]-5-methyl-1,3,4-thiadiazol-2-amine, 0.5 parts of bromoethane, 4 parts of sodium hydroxide pellets and 188 parts of N,N-dimethylformamide was stirred for 4 hours at 40°-50° C. After the addition of water, the crystallized product was filtered off and purified by column chromatography over silica gel using a mixture of trichloromethane, methanol, ethyl acetate and hexane (48:2:30:20 by volume) as eluent. The first fraction w...